This data is from the Open Reaction Database (ORD), a public repository of structured organic reaction records. The task is: describe an organic reaction: reactants, conditions, products, and yield Reactants: OC1c2ccc(OCc3ccccc3)cc2CCC1Br, Cc1ccccc1, CCOC(C)=O, CCCCCC, O, Cc1ccc(S(=O)(=O)O)cc1. Yields the product BrC1=Cc2ccc(OCc3ccccc3)cc2CC1. Reaction SMILES: [CH2:1]([c:2]1[cH:3][cH:4][cH:5][cH:6][cH:7]1)[O:8][c:9]1[cH:10][c:11]2[c:16]([cH:17][cH:18]1)[CH:15]([OH:19])[CH:14]([Br:20])[CH2:13][CH2:12]2.[CH3:33][c:34]1[cH:35][cH:36][cH:37][cH:38][cH:39]1.[CH3:40][CH2:41][O:42][C:43]([CH3:44])=[O:45].[CH3:46][CH2:47][CH2:48][CH2:49][CH2:50][CH3:51].[OH2:21].[c:22]1([CH3:23])[cH:24][cH:25][c:26]([S:27]([OH:28])(=[O:29])=[O:30])[cH:31][cH:32]1>>[CH2:1]([c:2]1[cH:3][cH:4][cH:5][cH:6][cH:7]1)[O:8][c:9]1[cH:10][c:11]2[c:16]([cH:17][cH:18]1)[CH:15]=[C:14]([Br:20])[CH2:13][CH2:12]2. The reactants are [Cl-].C(CCC)[N+]1=CN(C=C1)C (1-butyl-3-methylimidazolium chloride), FC(C(=O)O)(F)F (trifluoroacetic acid), C(F)(F)(F)C(=O)O (CF3C(O)OH), HCl-, C(F)(F)(F)C(=O)O (CF3C(O)OH), O1CCOCC1 (1,4-dioxane). Solvent: O.O1CCOCC1 (water dioxane). The product is FC(C(=O)[O-])(F)F.C(CCC)[N+]1=CN(C=C1)C (1-butyl-3-methylimidazolium trifluoroacetate). As a reaction SMILES: [Cl-].[CH2:2]([N+:6]1[CH:10]=[CH:9][N:8]([CH3:11])[CH:7]=1)[CH2:3][CH2:4][CH3:5].[F:12][C:13]([F:18])([F:17])[C:14]([OH:16])=[O:15].O1CCOCC1>O.O1CCOCC1>[F:12][C:13]([F:18])([F:17])[C:14]([O-:16])=[O:15].[CH2:2]([N+:6]1[CH:10]=[CH:9][N:8]([CH3:11])[CH:7]=1)[CH2:3][CH2:4][CH3:5] |f:0.1,4.5,6.7|. Procedure: Analogously to Example 1, 23.0 g (0.132 mol) of 1-butyl-3-methylimidazolium chloride are reacted with 28.0 g of approx. 80% aqueous trifluoroacetic acid, CF3C(O)OH (50% excess). 100 ml of 1,4-dioxane are subsequently added, and 112 ml of HCl- and CF3C(O)OH-containing water/dioxane azeotrope are distilled off at atmospheric pressure (85-101° C.). After four further azeotropic distillations with 100 ml of 1,4-dioxane each time, a further 19 g of approx. 80% aqueous trifluoroacetic acid are added t... Starting materials: NC1=C2C(N(C(C2=CC=C1)=O)[C@H](CS(=O)(=O)C)C1=CC(=C(C=C1)OC)OCC)=O ((S)-4-amino-2-[1-(3-ethoxy-4-methoxy-phenyl)-2-methanesulfonyl-ethyl]-isoindole-1,3-dione), I[Si](C)(C)C (iodotrimethylsilane). Solvent: [Cl-].[Na+].O (brine), C(Cl)Cl (CH2Cl2). Conditions: time 24 hour. Product: NC1=C2C(N(C(C2=CC=C1)=O)[C@H](CS(=O)(=O)C)C1=CC(=C(C=C1)O)OCC)=O ((S)-4-amino-2-[1-(3-ethoxy-4-hydroxy-phenyl)-2-methanesulfonyl-ethyl]-isoindole-1,3-dione). Reaction SMILES: [NH2:1][C:2]1[CH:10]=[CH:9][CH:8]=[C:7]2[C:3]=1[C:4](=[O:29])[N:5]([C@@H:12]([C:18]1[CH:23]=[CH:22][C:21]([O:24]C)=[C:20]([O:26][CH2:27][CH3:28])[CH:19]=1)[CH2:13][S:14]([CH3:17])(=[O:16])=[O:15])[C:6]2=[O:11].I[Si](C)(C)C>C(Cl)Cl.[Cl-].[Na+].O>[NH2:1][C:2]1[CH:10]=[CH:9][CH:8]=[C:7]2[C:3]=1[C:4](=[O:29])[N:5]([C@@H:12]([C:18]1[CH:23]=[CH:22][C:21]([OH:24])=[C:20]([O:26][CH2:27][CH3:28])[CH:19]=1)[CH2:13][S:14]([CH3:17])(=[O:16])=[O:15])[C:6]2=[O:11] |f:3.4.5|. Procedure details: To a stirred solution of (S)-4-amino-2-[1-(3-ethoxy-4-methoxy-phenyl)-2-methanesulfonyl-ethyl]-isoindole-1,3-dione (1 mmol) in anhydrous CH2Cl2 (20 mL), is added iodotrimethylsilane (6 mmol). The mixture is stirred at room temperature for 24 hours. The reaction mixture is diluted with brine and is extracted with CH2Cl1). The solvent is removed in vacuo to afford crude (S)-4-amino-2-[1-(3-ethoxy-4-hydroxy-phenyl)-2-methanesulfonyl-ethyl]-isoindole-1,3-dione. The product is purified by recrystalli... Reactants: CC1=CCC2=CC=C(C=C12)N(NC(=O)OC(C)(C)C)C(=O)OC(C)(C)C (di-tert-butyl 1-(3-methyl-inden-5-yl)hydrazine-1,2-dicarboxylate), C(CC(=O)C)(=O)OCC (ethyl acetoacetate), Cl (hydrochloric acid). The solvent is solvent, C(C)O (ethanol), O (water). Product: CC=1CC(N(N1)C=1C=C2C(CCC2=CC1)C)=O (5-methyl-2-(3-methyl-indan-5-yl)-2,4-dihydro-pyrazol-3-one). The yield is 15.6%. As a reaction SMILES: [CH3:1][C:2]1[C:10]2[C:5](=[CH:6][CH:7]=[C:8]([N:11](C(OC(C)(C)C)=O)[NH:12]C(OC(C)(C)C)=O)[CH:9]=2)[CH2:4][CH:3]=1.[C:27]([O:33]CC)(=O)[CH2:28][C:29]([CH3:31])=O.Cl>C(O)C.O>[CH3:31][C:29]1[CH2:28][C:27](=[O:33])[N:11]([C:8]2[CH:9]=[C:10]3[C:5](=[CH:6][CH:7]=2)[CH2:4][CH2:3][CH:2]3[CH3:1])[N:12]=1. Procedure details: Di-tert-butyl 1-(3-methyl-inden-5-yl)hydrazine-1,2-dicarboxylate 38e (1.05 g, 2.9 mmol) was dissolved in 16 mL of a solvent mixture of ethanol and water (V:V=5:3) under stirring, followed by successive addition of ethyl acetoacetate (0.377 mL, 2.9 mmol) and 1.45 mL of 6 N hydrochloric acid. The reaction mixture was heated to reflux and reacted for 1.5 hours under nitrogen atmosphere. The mixture was cooled to room temperature and the mixture was concentrated under reduced pressure to remove etha... The reactants are C(C)(C)(C)[Si](O[C@H]1CC[C@H](CC1)N1C(CCC1)=O)(C)C (cis-1-[4-(tert-butyl-dimethyl-silanyloxy)-cyclohexyl]-pyrrolidin-2-one), FC(C1=CC=C(CBr)C=C1)(F)F (4-trifluoromethyl benzylbromide), [Li+].CC(C)[N-]C(C)C (LDA). The yield is 39.0%. As a reaction SMILES: C([Si](C)(C)O[C@@H]1CC[C@H]([N:13]2[CH2:17][CH2:16][CH2:15][C:14]2=[O:18])CC1)(C)(C)C.[F:21][C:22]([F:32])([F:31])[C:23]1[CH:30]=[CH:29][C:26]([CH2:27]Br)=[CH:25][CH:24]=1.[Li+].CC([N-]C(C)C)C>>[F:21][C:22]([F:31])([F:32])[C:23]1[CH:30]=[CH:29][C:26]([CH2:27][CH:15]2[CH2:16][CH2:17][NH:13][C:14]2=[O:18])=[CH:25][CH:24]=1 |f:2.3|. Procedure details: Using the procedure to synthesize Example 202 and using cis-1-[4-(tert-butyl-dimethyl-silanyloxy)-cyclohexyl]-pyrrolidin-2-one (Preparation 17), 4-trifluoromethyl benzylbromide and 1.5 equivalents of LDA affords an oil. Chromatography (silica, 4:1 hexanes/EtoAc) yields 4-[4-tert-butyl dimethyl-silanyloxy)-cyclohexyl]-3-(4-trifluoromethyl-benzyl)-pyrrolidin-2-one in 39% yield. The silylether is dissolved in THF, treated with 5.0 equivalents of TBAF and allowed to stir at room temperature overnigh... Yields the product FC(C1=CC=C(CC2C(NCC2)=O)C=C1)(F)F (3-(4-trifluoromethyl-benzyl)-pyrrolidin-2-one). Run in hexanes.